From a dataset of the Open Reaction Database (ORD), a public repository of structured organic reaction records. describe an organic reaction: reactants, conditions, products, and yield Reactants: COc1cc2c(=O)[nH]cnc2cc1OCCN1CCSCC1, CN(C)C=O, O=S(Cl)Cl. Yields the product COc1cc2c(Cl)ncnc2cc1OCCN1CCSCC1. RXN SMILES: [CH3:1][O:2][c:3]1[cH:4][c:5]2[c:6](=[O:22])[nH:7][cH:8][n:9][c:10]2[cH:11][c:12]1[O:13][CH2:14][CH2:15][N:16]1[CH2:17][CH2:18][S:19][CH2:20][CH2:21]1.[O:27]=[CH:28][N:29]([CH3:30])[CH3:31].[S:23]([Cl:24])([Cl:25])=[O:26]>>[CH3:1][O:2][c:3]1[cH:4][c:5]2[c:6]([Cl:25])[n:7][cH:8][n:9][c:10]2[cH:11][c:12]1[O:13][CH2:14][CH2:15][N:16]1[CH2:17][CH2:18][S:19][CH2:20][CH2:21]1. Reactants: C(C)OC1=C(C(=C(C=C1)C1=C2CCC(C2=CC=C1)=O)O)OC (4-(4-ethoxy-2-hydroxy-3-methoxyphenyl)-2,3-dihydro-1H-inden-1-one), C([O-])([O-])=O.[K+].[K+] (potassium carbonate), BrCC1=CC=C(C=C1)S(=O)(=O)C (1-(bromomethyl)-4-(methylsulfonyl)benzene). The solvent is C(C)#N (acetonitrile). Reaction conditions: temperature 80 celsius. Yields the product C(C)OC1=C(C(=C(C=C1)C1=C2CCC(C2=CC=C1)=O)OCC1=CC=C(C=C1)S(=O)(=O)C)OC (4-(4-Ethoxy-3-methoxy-2-(4-(methylsulfonyl)benzyloxy)phenyl)-2,3-dihydro-1H-inden-1-one). Isolated yield 24.0%. As a reaction SMILES: [CH2:1]([O:3][C:4]1[CH:9]=[CH:8][C:7]([C:10]2[CH:18]=[CH:17][CH:16]=[C:15]3[C:11]=2[CH2:12][CH2:13][C:14]3=[O:19])=[C:6]([OH:20])[C:5]=1[O:21][CH3:22])[CH3:2].C(=O)([O-])[O-].[K+].[K+].Br[CH2:30][C:31]1[CH:36]=[CH:35][C:34]([S:37]([CH3:40])(=[O:39])=[O:38])=[CH:33][CH:32]=1>C(#N)C>[CH2:1]([O:3][C:4]1[CH:9]=[CH:8][C:7]([C:10]2[CH:18]=[CH:17][CH:16]=[C:15]3[C:11]=2[CH2:12][CH2:13][C:14]3=[O:19])=[C:6]([O:20][CH2:30][C:31]2[CH:32]=[CH:33][C:34]([S:37]([CH3:40])(=[O:39])=[O:38])=[CH:35][CH:36]=2)[C:5]=1[O:21][CH3:22])[CH3:2] |f:1.2.3|. Procedure: To a stirring solution of 4-(4-ethoxy-2-hydroxy-3-methoxyphenyl)-2,3-dihydro-1H-inden-1-one (80 mg, 0.268 mmol) in acetonitrile (7 mL) was added potassium carbonate (111 mg, 0.80 mmol) and 1-(bromomethyl)-4-(methylsulfonyl)benzene (100 mg, 0.402 mmol) and the resultant reaction mixture was heated to 80° C. for 16 h. The reaction mixture was cooled to RT, filtered through celite and the filtrate was concentrated under reduced pressure. Purification of the residue by flash column chromatography (s... Reactants: BrC=1C(=C(SC1)C1=CC=C(C=C1)F)C1=CC=NC=C1 (4-bromo-2-(4-fluorophenyl)-3-(pyridin-4-yl)thiophene), BrC1=NNC(=C1C1=CC=NC=C1)C1=CC=C(C=C1)F (3-bromo-5-(4-fluorophenyl)-4-(pyridin-4-yl)pyrazole), C1CCN2CCC(C[C@H]12)=O ((S)-1,2,3,5,6,7,8,8a-octahydroindolizin-7-one). Yield: 23.0%. RXN SMILES: Br[C:2]1[C:3]([C:14]2[CH:19]=[CH:18][N:17]=[CH:16][CH:15]=2)=[C:4]([C:7]2[CH:12]=[CH:11][C:10]([F:13])=[CH:9][CH:8]=2)[S:5][CH:6]=1.BrC1C(C2C=CN=CC=2)=C(C2C=CC(F)=CC=2)NN=1.[CH2:39]1[C@@H:47]2[N:42]([CH2:43][CH2:44][C:45](=O)[CH2:46]2)[CH2:41][CH2:40]1>>[F:13][C:10]1[CH:11]=[CH:12][C:7]([C:4]2[S:5][CH:6]=[C:2]([C:45]3[CH2:46][C@H:47]4[N:42]([CH2:41][CH2:40][CH2:39]4)[CH2:43][CH:44]=3)[C:3]=2[C:14]2[CH:19]=[CH:18][N:17]=[CH:16][CH:15]=2)=[CH:8][CH:9]=1. Procedure details: Following a procedure similar to that described in Example 2-2), but using 4-bromo-2-(4-fluorophenyl)-3-(pyridin-4-yl)thiophene prepared as described in 5) instead of 3-bromo-5-(4-fluorophenyl)-4-(pyridin-4-yl)pyrazole, and using (S)-1,2,3,5,6,7,8,8a-octahydroindolizin-7-one instead of (±)-1,2,3,5,6,7,8,8a-octahydroindolizin-7-one, the resulting product was subjected to a dehydration reaction as described in Example 3 and then treated by column chromatography through silica gel (eluent, ethyl ac... Yields the product FC1=CC=C(C=C1)C=1SC=C(C1C1=CC=NC=C1)C1=CCN2CCC[C@H]2C1 ((S)-2-(4-Fluorophenyl)-4-(1,2,3,5,8,8a-hexahydroindolizin-7-yl)-3-(pyridin-4-yl)thiophene). Starting materials: COC1=CC=C2C=CNC2=C1 (6-methoxy-1H-indole), [S-]C#N.[NH4+] (ammonium thiocyanate), ceric ammonium nitrate. Run in CO (methanol), CO (methanol), O (water). Product: COC1=CC=C2C(=CNC2=C1)SC#N (6-methoxy-3-thiocyanato-1H-indole). Isolated yield 28.8%. As a reaction SMILES: [CH3:1][O:2][C:3]1[CH:11]=[C:10]2[C:6]([CH:7]=[CH:8][NH:9]2)=[CH:5][CH:4]=1.[S-:12][C:13]#[N:14].[NH4+]>CO.O>[CH3:1][O:2][C:3]1[CH:11]=[C:10]2[C:6]([C:7]([S:12][C:13]#[N:14])=[CH:8][NH:9]2)=[CH:5][CH:4]=1 |f:1.2|. Procedure: Using the procedure described in Tetrahedron Letters 40 (1999), 1195-1196, 6-methoxy-1H-indole (1.0 g, 6.8 mmole) and ammonium thiocyanate (0.621 g, 8.1 mmole) were dissolved in methanol (35 ml) and treated with ceric ammonium nitrate (8.56 g, 15.6 mmole)in methanol (175 ml) at room temperature. The reaction mixture was stirred for 15 m and then diluted with water (700 ml) and extracted with methylene chloride (4×125 ml). The combined organic extracts were dried over sodium sulfate, filtered and... Reaction SMILES: [Br:1][c:2]1[cH:3][c:4]([CH:12]2[C:13]([C:27]#[N:28])=[C:14]([CH3:26])[NH:15][C:16]3=[C:21]2[C:20](=[O:22])[CH2:19][CH:18]([CH2:23][CH2:24][CH3:25])[CH2:17]3)[cH:5][c:6]([N+:9](=[O:10])[O-:11])[c:7]1[OH:8].[CH3:38][O:39][c:40]1[c:41]([C:42](=[O:43])[Cl:44])[cH:45][cH:46][cH:47][cH:48]1.[CH:29]([N:30]([CH2:31][CH3:32])[CH:33]([CH3:34])[CH3:35])([CH3:36])[CH3:37].[Cl:49][CH2:50][Cl:51]>>[Br:1][c:2]1[cH:3][c:4]([CH:12]2[C:13]([C:27]#[N:28])=[C:14]([CH3:26])[NH:15][C:16]3=[C:21]2[C:20](=[O:22])[CH2:19][CH:18]([CH2:23][CH2:24][CH3:25])[CH2:17]3)[cH:5][c:6]([N+:9](=[O:10])[O-:11])[c:7]1[O:8][C:42]([c:41]1[c:40]([O:39][CH3:38])[cH:48][cH:47][cH:46][cH:45]1)=[O:43]. The product is CCCC1CC(=O)C2=C(C1)NC(C)=C(C#N)C2c1cc(Br)c(OC(=O)c2ccccc2OC)c([N+](=O)[O-])c1. Reactants: CCCC1CC(=O)C2=C(C1)NC(C)=C(C#N)C2c1cc(Br)c(O)c([N+](=O)[O-])c1, COc1ccccc1C(=O)Cl, CCN(C(C)C)C(C)C, ClCCl. The reactants are [BH3-]C#N, CCO, Cl, CC(N)C(=O)N(CCC(=O)O)C1Cc2ccccc2C1, [Na+], CCOC(=O)C(=O)CCc1ccccc1, O. The product is Cl, CCOC(=O)C(CCc1ccccc1)NC(C)C(=O)N(CCC(=O)O)C1Cc2ccccc2C1. RXN SMILES: [C:36]([BH3-:37])#[N:38].[CH3:42][CH2:43][OH:44].[ClH:40].[NH2:1][CH:2]([CH3:3])[C:4](=[O:5])[N:6]([CH2:7][CH2:8][C:9](=[O:10])[OH:11])[CH:12]1[CH2:13][c:14]2[cH:15][cH:16][cH:17][cH:18][c:19]2[CH2:20]1.[Na+:39].[O:21]=[C:22]([C:23](=[O:24])[O:25][CH2:26][CH3:27])[CH2:28][CH2:29][c:30]1[cH:31][cH:32][cH:33][cH:34][cH:35]1.[OH2:41]>>[ClH:40].[NH:1]([CH:2]([CH3:3])[C:4](=[O:5])[N:6]([CH2:7][CH2:8][C:9](=[O:10])[OH:11])[CH:12]1[CH2:13][c:14]2[cH:15][cH:16][cH:17][cH:18][c:19]2[CH2:20]1)[CH:22]([C:23](=[O:24])[O:25][CH2:26][CH3:27])[CH2:28][CH2:29][c:30]1[cH:31][cH:32][cH:33][cH:34][cH:35]1. Starting materials: O=C1CCCO1, CS(C)=O, NCc1ccc(-c2c[nH]nc2-c2c[nH]c(C(=O)NC(CO)c3ccc(F)c(Cl)c3)c2)cc1Cl, ClCCl. The product is O=C(CCCO)NCc1ccc(-c2c[nH]nc2-c2c[nH]c(C(=O)NC(CO)c3ccc(F)c(Cl)c3)c2)cc1Cl. RXN SMILES: [C:34]1(=[O:39])[CH2:35][CH2:36][CH2:37][O:38]1.[CH3:40][S:41]([CH3:42])=[O:43].[Cl:1][c:2]1[cH:3][c:4]([CH:9]([CH2:10][OH:11])[NH:12][C:13](=[O:14])[c:15]2[nH:16][cH:17][c:18](-[c:20]3[n:21][nH:22][cH:23][c:24]3-[c:25]3[cH:26][c:27]([Cl:33])[c:28]([CH2:31][NH2:32])[cH:29][cH:30]3)[cH:19]2)[cH:5][cH:6][c:7]1[F:8].[Cl:44][CH2:45][Cl:46]>>[Cl:1][c:2]1[cH:3][c:4]([CH:9]([CH2:10][OH:11])[NH:12][C:13](=[O:14])[c:15]2[nH:16][cH:17][c:18](-[c:20]3[n:21][nH:22][cH:23][c:24]3-[c:25]3[cH:26][c:27]([Cl:33])[c:28]([CH2:31][NH:32][C:37]([CH2:36][CH2:35][CH2:34][OH:39])=[O:38])[cH:29][cH:30]3)[cH:19]2)[cH:5][cH:6][c:7]1[F:8]. Starting materials: [H-].[Na+] (Sodium hydride), C1(C=2C(C(N1CCCS)=O)=CC=CC2)=O (3-phthalimidopropanethiol), CNC(=S)NCCCSCC1=NC=CC=N1 (N-methyl-N'-[3-(2-pyrimidylmethylthio)propyl]thiourea), CN=C=S (Methyl isothiocyanate), ClCC1=NC=CC=N1 (2-chloromethylpyrimidine). Yields the product CNC(=S)NCCSCC=1C(=NC(=NC1)C)Cl (N-methyl-N'-[2-((4-chloro-2-methyl-5-pyrimidyl)methlthio)ethyl]thiourea). As a reaction SMILES: [H-].[Na+].C[N:4]=[C:5]=S.[Cl:7]CC1N=CC=CN=1.C1(=O)[N:19]([CH2:20][CH2:21][CH2:22][SH:23])[C:18](=O)[C:17]2=CC=CC=C12.[CH3:30][NH:31][C:32]([NH:34][CH2:35][CH2:36]CSCC1N=CC=CN=1)=[S:33]>>[CH3:30][NH:31][C:32]([NH:34][CH2:35][CH2:36][S:23][CH2:22][C:21]1[C:5]([Cl:7])=[N:4][C:18]([CH3:17])=[N:19][CH:20]=1)=[S:33] |f:0.1|. Reported procedure: In the procedure of Example 1(i) (b) and (ii), using 2-chloromethylpyrimidine and 3-phthalimidopropanethiol as the starting materials, the product is N-methyl-N'-[3-(2-pyrimidylmethylthio)propyl]thiourea. Reactants: Oc1cc(F)ccc1Br, O=C([O-])[O-], CN(C)C=O, CCCI, [K+], [K+], O. Product: CCCOc1cc(F)ccc1Br. As a reaction SMILES: [Br:1][c:2]1[c:3]([OH:9])[cH:4][c:5]([F:8])[cH:6][cH:7]1.[C:10](=[O:11])([O-:12])[O-:13].[CH3:21][N:22]([CH3:23])[CH:24]=[O:25].[I:16][CH2:17][CH2:18][CH3:19].[K+:14].[K+:15].[OH2:20]>>[Br:1][c:2]1[c:3]([O:9][CH2:17][CH2:18][CH3:19])[cH:4][c:5]([F:8])[cH:6][cH:7]1. The reactants are ClC1=NC2=C(N1)C=C(C=C2)C (2-chloro-6-methyl-1H-benzoimidazole), FC(C=1C(=NC=CC1)N1CCNCC1)(F)F (1-(3-trifluoromethylpyridin-2-yl)piperazine). Yields the product CC=1C=CC2=C(NC(=N2)N2CCN(CC2)C2=NC=CC=C2C(F)(F)F)C1 (6-Methyl-2-[4-(3-trifluoromethylpyridin-2-yl)piperazin-1-yl]-1H-benzoimidazole). RXN SMILES: Cl[C:2]1[NH:6][C:5]2[CH:7]=[C:8]([CH3:11])[CH:9]=[CH:10][C:4]=2[N:3]=1.[F:12][C:13]([F:27])([F:26])[C:14]1[C:15]([N:20]2[CH2:25][CH2:24][NH:23][CH2:22][CH2:21]2)=[N:16][CH:17]=[CH:18][CH:19]=1>>[CH3:11][C:8]1[CH:9]=[CH:10][C:4]2[N:3]=[C:2]([N:23]3[CH2:24][CH2:25][N:20]([C:15]4[C:14]([C:13]([F:27])([F:12])[F:26])=[CH:19][CH:18]=[CH:17][N:16]=4)[CH2:21][CH2:22]3)[NH:6][C:5]=2[CH:7]=1. Procedure details: The reaction of 2-chloro-6-methyl-1H-benzoimidazole (0.261 g, 1.57 mmol, Example14b) with 1-(3-trifluoromethylpyridin-2-yl)piperazine (0.54 g, 1.6 mmol, Maybridge) under the conditions of Example 3c afforded the title compound as a white solid. M.p. 216-217° C. MS (ESI, pos. ion) m/z: 362 (M+1).